This data is from the Open Reaction Database (ORD), a public repository of structured organic reaction records. The task is: describe an organic reaction: reactants, conditions, products, and yield Starting materials: C(#N)C=1C(=C2C=CN(C2=CC1)CC(NO)=N)C(F)(F)F (2-[5-cyano-4-(trifluoromethyl)-1H-indol-1-yl]-N-hydroxyethanimidamide), ClC=1C(=C(C(=O)O)C=CC1F)F (3-chloro-2,4-difluorobenzoic acid). The product is ClC=1C(=C(C=CC1F)C1=NC(=NO1)CN1C=CC2=C(C(=CC=C12)C#N)C(F)(F)F)F (1-{[5-(3-Chloro-2,4-difluorophenyl)-1,2,4-oxadiazol-3-yl]methyl}-4-(trifluoromethyl)-1H-indole-5-carbonitrile). Reaction SMILES: [C:1]([C:3]1[C:4]([C:17]([F:20])([F:19])[F:18])=[C:5]2[C:9](=[CH:10][CH:11]=1)[N:8]([CH2:12][C:13](=[NH:16])[NH:14][OH:15])[CH:7]=[CH:6]2)#[N:2].[Cl:21][C:22]1[C:23]([F:32])=[C:24]([CH:28]=[CH:29][C:30]=1[F:31])[C:25](O)=O>>[Cl:21][C:22]1[C:23]([F:32])=[C:24]([C:25]2[O:15][N:14]=[C:13]([CH2:12][N:8]3[C:9]4[C:5](=[C:4]([C:17]([F:19])([F:20])[F:18])[C:3]([C:1]#[N:2])=[CH:11][CH:10]=4)[CH:6]=[CH:7]3)[N:16]=2)[CH:28]=[CH:29][C:30]=1[F:31]. Procedure details: Synthesized as described in Example 241 from 2-[5-cyano-4-(trifluoromethyl)-1H-indol-1-yl]-N-hydroxyethanimidamide and 3-chloro-2,4-difluorobenzoic acid: MS (ES) m/z 439 (M+1). The reactants are N(=O)OCCC(C)C (Isoamyl nitrite), CN(S(=O)(=O)C1=CC(=C(C(=O)N)C=C1)C(F)(F)F)C (4-(N,N-dimethylaminosulphonyl)-2-trifluoromethylbenzamide), O (water). The solvent is C(C)(=O)O (acetic acid), S(O)(O)(=O)=O (sulphuric acid). Yields the product CN(S(=O)(=O)C1=CC(=C(C(=O)O)C=C1)C(F)(F)F)C (4-(N,N-dimethylaminosulphonyl)-2-trifluoromethylbenzoic acid). As a reaction SMILES: N(OCCC(C)C)=[O:2].[CH3:9][N:10]([CH3:27])[S:11]([C:14]1[CH:22]=[CH:21][C:17]([C:18](N)=[O:19])=[C:16]([C:23]([F:26])([F:25])[F:24])[CH:15]=1)(=[O:13])=[O:12].O>C(O)(=O)C.S(=O)(=O)(O)O>[CH3:9][N:10]([CH3:27])[S:11]([C:14]1[CH:22]=[CH:21][C:17]([C:18]([OH:2])=[O:19])=[C:16]([C:23]([F:26])([F:25])[F:24])[CH:15]=1)(=[O:13])=[O:12]. Reported procedure: Isoamyl nitrite (150 ml) was added to a stirred mixture of 4-(N,N-dimethylaminosulphonyl)-2-trifluoromethylbenzamide (15.1 g) in acetic acid and concentrated sulphuric acid while maintaining the temperature at 70°-80° C. It was cooled, poured into water and extracted with ethyl acetate, washed with water, dried (MgSO4) and filtered to give 4-(N,N-dimethylaminosulphonyl)-2-trifluoromethylbenzoic acid (11.2 g) as a white solid, m.p. 188.9°-189.4° C. Starting materials: [OH-].[Li+] (lithium hydroxide), ClC=1N=C(NC1CC)C(=O)N[C@@H]1CN(CC1)C=1SC(=C(N1)C)C(=O)OCC (Ethyl 2-[(3S)-3-{[(4-chloro-5-ethyl-1H-imidazol-2-yl)carbonyl]amino}pyrrolidin-1-yl)-4-methyl-1,3-thiazole-5-carboxylate), O (Water). Run in CO (methanol). Run at temperature 40 celsius, time 2 hour. The product is ClC=1N=C(NC1CC)C(=O)N[C@@H]1CN(CC1)C=1SC(=C(N1)C)C(=O)O (2-[(3S)-3-{[(4-Chloro-5-ethyl-1H-imidazol-2-yl)carbonyl]amino}pyrrolidin-1-yl)-4-methyl-1,3-thiazole-5-carboxylic acid). Isolated yield 77.7%. RXN SMILES: [Cl:1][C:2]1[N:3]=[C:4]([C:9]([NH:11][C@H:12]2[CH2:16][CH2:15][N:14]([C:17]3[S:18][C:19]([C:23]([O:25]CC)=[O:24])=[C:20]([CH3:22])[N:21]=3)[CH2:13]2)=[O:10])[NH:5][C:6]=1[CH2:7][CH3:8].[OH-].[Li+].O>CO>[Cl:1][C:2]1[N:3]=[C:4]([C:9]([NH:11][C@H:12]2[CH2:16][CH2:15][N:14]([C:17]3[S:18][C:19]([C:23]([OH:25])=[O:24])=[C:20]([CH3:22])[N:21]=3)[CH2:13]2)=[O:10])[NH:5][C:6]=1[CH2:7][CH3:8] |f:1.2|. Procedure: Ethyl 2-[(3S)-3-{[(4-chloro-5-ethyl-1H-imidazol-2-yl)carbonyl]amino}pyrrolidin-1-yl)-4-methyl-1,3-thiazole-5-carboxylate obtained in Example (237b) (215 mg, 0.52 mmol) was dissolved in methanol (5 mL). A 2 N aqueous lithium hydroxide solution (2.61 mL, 5.22 mmol) was added, and the mixture was stirred at 40° C. for two hours. Water was added to the reaction solution, and then the mixture was washed with ethyl acetate. A 1 N aqueous hydrochloric acid solution (5 mL) was added to the aqueous layer... The reactants are C1COCCN1, C=O, CCO, O=Cc1ccc(O)c(O)c1O. The product is O=Cc1cc(CN2CCOCC2)c(O)c(O)c1O. RXN SMILES: [CH2:1]1[CH2:2][O:3][CH2:4][CH2:5][NH:6]1.[CH2:7]=[O:8].[CH3:20][CH2:21][OH:22].[OH:9][c:10]1[c:11]([CH:12]=[O:13])[cH:14][cH:15][c:16]([OH:19])[c:17]1[OH:18]>>[CH2:1]1[CH2:2][O:3][CH2:4][CH2:5][N:6]1[CH2:7][c:15]1[cH:14][c:11]([CH:12]=[O:13])[c:10]([OH:9])[c:17]([OH:18])[c:16]1[OH:19]. The reactants are compound 1, C(C)(=O)[O-].[Na+] (sodium acetate), ClC1=C2C(=NC(=C1)C1=CC=C(C=C1)F)C=CS2 (7-chloro-5-(4-fluorophenyl)thieno[3,2-b]pyridine), Cl.N1C(=NC=C1)C1CCNCC1 (4-(1H-imidazol-2-yl)piperidine. hydrochloride). Run in C(CO)O (ethylene glycol), C(C)OC(C)=O (ethylacetate). Run at temperature 160 celsius. Yields the product FC1=CC=C(C=C1)C1=CC(=C2C(=N1)C=CS2)N2CCC(CC2)C=2NC=CN2 (5-(4-fluorophenyl)-7-(4-imidazol-2-ylpiperidyl)thiopheno[3,2-b]pyridine). Yield: 18.0%. As a reaction SMILES: Cl[C:2]1[CH:7]=[C:6]([C:8]2[CH:13]=[CH:12][C:11]([F:14])=[CH:10][CH:9]=2)[N:5]=[C:4]2[CH:15]=[CH:16][S:17][C:3]=12.Cl.[NH:19]1[CH:23]=[CH:22][N:21]=[C:20]1[CH:24]1[CH2:29][CH2:28][NH:27][CH2:26][CH2:25]1.C([O-])(=O)C.[Na+]>C(O)CO.C(OC(=O)C)C>[F:14][C:11]1[CH:12]=[CH:13][C:8]([C:6]2[N:5]=[C:4]3[CH:15]=[CH:16][S:17][C:3]3=[C:2]([N:27]3[CH2:26][CH2:25][CH:24]([C:20]4[NH:21][CH:22]=[CH:23][N:19]=4)[CH2:29][CH2:28]3)[CH:7]=2)=[CH:9][CH:10]=1 |f:1.2,3.4|. Procedure: A mixture of 7-chloro-5-(4-fluorophenyl)thieno[3,2-b]pyridine (146 mg, 0.53 mmol), 4-(1H-imidazol-2-yl)piperidine. hydrochloride (U.S. Pat. No. 4,431,653) (100 mg, 0.53 mmole) and sodium acetate (50 mg) in ethylene glycol (10 mL) is stirred and heated at 160° C. for about 16 hours. It is then cooled, diluted with ethylacetate (15 mL), and washed with water (3×15 mL). The organic layer is dried over sodium sulfate, filtered, and concentrated. The residue is purified by preparative thin layer chro... The reactants are CC(C)(C)S(=O)NC(C1(COC1)C)C=1OC(=NN1)C (2-methyl-N-[(5-methyl-1,3,4-oxadiazol-2-yl)-(3-methyloxetan-3-yl)methyl]propane-2-sulfinamide), solution, Cl (hydrochloric acid), O1CCOCC1 (dioxane). The solvent is CO (methanol). Reaction conditions: time 2 hour. Yields the product CC1=NN=C(O1)C(N)C1(COC1)C ((5-methyl-1,3,4-oxadiazol-2-yl)-(3-methyloxetan-3-yl)methanamine). Isolated yield 22.8%. RXN SMILES: CC(S([NH:7][CH:8]([C:14]1[O:15][C:16]([CH3:19])=[N:17][N:18]=1)[C:9]1([CH3:13])[CH2:12][O:11][CH2:10]1)=O)(C)C.Cl.O1CCOCC1>CO>[CH3:19][C:16]1[O:15][C:14]([CH:8]([C:9]2([CH3:13])[CH2:10][O:11][CH2:12]2)[NH2:7])=[N:18][N:17]=1. Reported procedure: To a solution of 2-methyl-N-[(5-methyl-1,3,4-oxadiazol-2-yl)-(3-methyloxetan-3-yl)methyl]propane-2-sulfinamide (example 245a, 1.23 g, 4.28 mmol) in methanol (20 ml) was added a 4M solution of hydrochloric acid in dioxane (1.61 ml, 6.42 mmol) and the reaction mixture was stirred at room temperature for 2 hours. Reaction mixture was concentrated in vacuo and the residue was dissolved in ethyl acetate. The organic phase was extracted with 5 ml of a 2M aqueous solution of sodium carbonate. The organ... Starting materials: O=C([O-])[O-], CCOC(C)=O, [Cl-], [Cs+], [Cs+], [NH4+], CN(C)C=O, COC(=O)c1ccc(O)cn1, Cc1ccc(S(=O)(=O)OCF)cc1. Yields the product COC(=O)c1ccc(OCF)cn1. Reaction SMILES: [C:25](=[O:26])([O-:27])[O-:28].[CH3:38][CH2:39][O:40][C:41](=[O:42])[CH3:43].[Cl-:31].[Cs+:29].[Cs+:30].[NH4+:32].[O:33]=[CH:34][N:35]([CH3:36])[CH3:37].[OH:14][c:15]1[cH:16][cH:17][c:18]([C:21](=[O:22])[O:23][CH3:24])[n:19][cH:20]1.[c:1]1([CH3:2])[cH:3][cH:4][c:5]([S:6]([O:7][CH2:11][F:12])(=[O:8])=[O:9])[cH:10][cH:13]1>>[CH2:11]([F:12])[O:14][c:15]1[cH:16][cH:17][c:18]([C:21](=[O:22])[O:23][CH3:24])[n:19][cH:20]1. The reactants are FC=1C=C(C=C(C1)F)CCNC1=NC=CC(=N1)C1=CC(=CC=C1)CN1[C@H](CNCC1)CC ([2-(3,5-Difluoro-phenyl)-ethyl]-{4-[3-(2(S)-ethyl-piperazin-1-ylmethyl)-phenyl]-pyrimidin-2-yl}-amine), C=O (formaldehyde), 452. Product: FC=1C=C(C=C(C1)F)CCNC1=NC=CC(=N1)C1=CC(=CC=C1)CN1C(CN(CC1)C)CC ([2-(3,5-Difluoro-phenyl)-ethyl]-{4-[3-(2-ethyl-4-methyl-piperazin-1-ylmethyl)-phenyl]-pyrimidin-2-yl}-amine). RXN SMILES: [F:1][C:2]1[CH:3]=[C:4]([CH2:9][CH2:10][NH:11][C:12]2[N:17]=[C:16]([C:18]3[CH:23]=[CH:22][CH:21]=[C:20]([CH2:24][N:25]4[CH2:30][CH2:29][NH:28][CH2:27][C@@H:26]4[CH2:31][CH3:32])[CH:19]=3)[CH:15]=[CH:14][N:13]=2)[CH:5]=[C:6]([F:8])[CH:7]=1.[CH2:33]=O>>[F:8][C:6]1[CH:5]=[C:4]([CH2:9][CH2:10][NH:11][C:12]2[N:17]=[C:16]([C:18]3[CH:23]=[CH:22][CH:21]=[C:20]([CH2:24][N:25]4[CH2:30][CH2:29][N:28]([CH3:33])[CH2:27][CH:26]4[CH2:31][CH3:32])[CH:19]=3)[CH:15]=[CH:14][N:13]=2)[CH:3]=[C:2]([F:1])[CH:7]=1. Procedure details: Compound 193 was coupled with formaldehyde following procedure E. LC-MS showed the product had the expected M+H+ of 452. 1H NMR (Varian 300 MHz, CD3OD, shifts relative to the solvent peak at 3.3 ppm) δ 8.68 (s, 1H), 8.36 (d, 2H), 7.92 (d, 1H), 7.67 (m, 2H), 6.99 (d, 2H), 6.72 (s, 1H), 5.07 (d, 1H), 4.36 (s, 1H), 3.43 (m, 7H), 3.04 (m, 4H), 2.36 (s, 1H), 2.05 (m, 1H), 2.00 (s, 3H), 1.15 (t, 3H).